Dataset: the Open Reaction Database (ORD), a public repository of structured organic reaction records. Task: describe an organic reaction: reactants, conditions, products, and yield The reactants are CS(=O)(=O)Cl (Methane sulphonyl chloride), OC[C@H]1N(CCC1)C(=O)OC(C)(C)C (tert-butyl (2S)-2-(hydroxymethyl)pyrrolidine-1-carboxylate), CS(=O)(=O)Cl (methane sulphonyl chloride), C(C)(=O)OCC (ethyl acetate). Reagents/catalysts: CN(C1=CC=NC=C1)C (4-(dimethylamino)pyridine), CN(C1=CC=NC=C1)C (4-(dimethylamino)pyridine). The solvent is ClCCl (dichloromethane). Run at time 1 hour. Product: CS(=O)(=O)OC[C@H]1N(CCC1)C(=O)OC(C)(C)C (tert-butyl (2S)-2-{[(methylsulphonyl)oxy]methyl}pyrrolidine-1-carboxylate). The yield is 93.8%. Reaction SMILES: [CH3:1][S:2](Cl)(=[O:4])=[O:3].[OH:6][CH2:7][C@@H:8]1[CH2:12][CH2:11][CH2:10][N:9]1[C:13]([O:15][C:16]([CH3:19])([CH3:18])[CH3:17])=[O:14].C(OCC)(=O)C>CN(C)C1C=CN=CC=1.ClCCl>[CH3:1][S:2]([O:6][CH2:7][C@@H:8]1[CH2:12][CH2:11][CH2:10][N:9]1[C:13]([O:15][C:16]([CH3:19])([CH3:18])[CH3:17])=[O:14])(=[O:4])=[O:3]. Procedure details: Methane sulphonyl chloride (0.11 ml, 1.4 mmol) was added to a solution of tert-butyl (2S)-2-(hydroxymethyl)pyrrolidine-1-carboxylate (0.25 g, 1.24 mmol) and 4-(dimethylamino)pyridine (0.167 g, 1.4 mmol) in dichloromethane (5 ml). The mixture was stirred at room temperature for 1 hour and then 4-(dimethylamino)pyridine (0.051 g, 0.42 mmol) and methane sulphonyl chloride (0.033 ml, 0.42 mmol) were added and the mixture stirred at room temperature for a further 1 hour. The mixture was purified dire... The reactants are O=C([O-])[O-], CN(C)C=O, COc1cc(Cl)nc(S(C)(=O)=O)n1, Cc1cccc(OC(F)F)c1NS(=O)(=O)c1nc[nH]n1, [K+], [K+], O=S(=O)(O)O. The product is COc1cc(Cl)nc(-n2cnc(S(=O)(=O)Nc3c(C)cccc3OC(F)F)n2)n1. Reaction SMILES: [C:21](=[O:22])([O-:23])[O-:24].[CH3:45][N:46]([CH3:47])[CH:48]=[O:49].[Cl:27][c:28]1[n:29][c:30]([S:36]([CH3:37])(=[O:38])=[O:39])[n:31][c:32]([O:34][CH3:35])[cH:33]1.[F:1][CH:2]([O:3][c:4]1[c:5]([NH:11][S:12](=[O:13])(=[O:14])[c:15]2[n:16][nH:17][cH:18][n:19]2)[c:6]([CH3:10])[cH:7][cH:8][cH:9]1)[F:20].[K+:25].[K+:26].[S:40](=[O:41])(=[O:42])([OH:43])[OH:44]>>[F:1][CH:2]([O:3][c:4]1[c:5]([NH:11][S:12](=[O:13])(=[O:14])[c:15]2[n:16][n:17](-[c:30]3[n:29][c:28]([Cl:27])[cH:33][c:32]([O:34][CH3:35])[n:31]3)[cH:18][n:19]2)[c:6]([CH3:10])[cH:7][cH:8][cH:9]1)[F:20]. Reaction SMILES: [Br:28][CH2:29][c:30]1[cH:31][n:32][cH:33][cH:34][cH:35]1.[BrH:27].[CH2:1]([c:2]1[cH:3][cH:4][cH:5][cH:6][cH:7]1)[NH:8][C:9](=[O:10])[c:11]1[c:12]([CH3:24])[n:13][c:14](-[n:16]2[c:17](=[O:23])[cH:18][c:19]([OH:22])[cH:20][cH:21]2)[s:15]1.[CH2:42]([N+:43]([CH2:44][CH2:45][CH2:46][CH3:47])([CH2:48][CH2:49][CH2:50][CH3:51])[CH2:52][CH2:53][CH2:54][CH3:55])[CH2:56][CH2:57][CH3:58].[CH3:36][N:37]([CH3:38])[CH:39]=[O:40].[H-:25].[I-:41].[Na+:26]>>[CH2:1]([c:2]1[cH:3][cH:4][cH:5][cH:6][cH:7]1)[NH:8][C:9](=[O:10])[c:11]1[c:12]([CH3:24])[n:13][c:14](-[n:16]2[c:17](=[O:23])[cH:18][c:19]([O:22][CH2:29][c:30]3[cH:31][n:32][cH:33][cH:34][cH:35]3)[cH:20][cH:21]2)[s:15]1. The product is Cc1nc(-n2ccc(OCc3cccnc3)cc2=O)sc1C(=O)NCc1ccccc1. Reactants: BrCc1cccnc1, Br, Cc1nc(-n2ccc(O)cc2=O)sc1C(=O)NCc1ccccc1, CCCC[N+](CCCC)(CCCC)CCCC, CN(C)C=O, [H-], [I-], [Na+]. Reactants: ClCCCCCCN1C(N(C2=C1C=CC=C2)C(=C)C)=O (1-(6-chlorohexyl)-1,3-dihydro-3-(1-methylethenyl)-2H-benzimidazol-2-one), C1(=CC=CC=C1)C(N1CCNCC1)C1=CC=CC=C1 (1-(diphenylmethyl)piperazine), C([O-])([O-])=O.[Na+].[Na+] (sodium carbonate), [I-].[K+] (potassium iodide). Solvent: O (water), O (water), CC(CC(C)=O)C (4-methyl-2-pentanone). Yields the product C1(=CC=CC=C1)C(N1CCN(CC1)CCCCCCN1C(NC2=C1C=CC=C2)=O)C2=CC=CC=C2 (1-{6-[4-(diphenylmethyl)-1-piperazinyl]hexyl}-1,3-dihydro-2H-benzimidazol-2-one). Reaction SMILES: Cl[CH2:2][CH2:3][CH2:4][CH2:5][CH2:6][CH2:7][N:8]1[C:12]2[CH:13]=[CH:14][CH:15]=[CH:16][C:11]=2[N:10](C(C)=C)[C:9]1=[O:20].[C:21]1([CH:27]([C:34]2[CH:39]=[CH:38][CH:37]=[CH:36][CH:35]=2)[N:28]2[CH2:33][CH2:32][NH:31][CH2:30][CH2:29]2)[CH:26]=[CH:25][CH:24]=[CH:23][CH:22]=1.C(=O)([O-])[O-].[Na+].[Na+].[I-].[K+]>O.CC(C)CC(=O)C>[C:34]1([CH:27]([C:21]2[CH:26]=[CH:25][CH:24]=[CH:23][CH:22]=2)[N:28]2[CH2:29][CH2:30][N:31]([CH2:2][CH2:3][CH2:4][CH2:5][CH2:6][CH2:7][N:8]3[C:12]4[CH:13]=[CH:14][CH:15]=[CH:16][C:11]=4[NH:10][C:9]3=[O:20])[CH2:32][CH2:33]2)[CH:35]=[CH:36][CH:37]=[CH:38][CH:39]=1 |f:2.3.4,5.6|. Procedure: A mixture of 7.3 parts of 1-(6-chlorohexyl)-1,3-dihydro-3-(1-methylethenyl)-2H-benzimidazol-2-one, 5.15 parts of 1-(diphenylmethyl)piperazine, 5.3 parts of sodium carbonate, 0.1 parts of potassium iodide and 160 parts of 4-methyl-2-pentanone is stirred and refluxed overnight with water-separator. The reaction mixture is cooled, water is added and the layers are separated. The organic phase is dried, filtered and evaporated. The residue is stirred and refluxed for one hour with 12 parts of a conc... Starting materials: O1NC(NC(C1)=O)=O (6H-1,2,4-oxadiazin-3,5(2H,4H)-dione), C(CCCCCCC)N (n-octylamine), C[Si](N[Si](C)(C)C)(C)C (hexamethyldisilazane). The reagents and catalysts are S(=O)(=O)([O-])[O-].[NH4+].[NH4+] (ammonium sulfate). The solvent is O1CCOCC1 (dioxane). Product: C(CCCCCCC)NC1=NC(NOC1)=O (5-octylamino-6H-1,2,4-oxadiazin-3(2H)-one). Yield: 37.4%. As a reaction SMILES: [O:1]1[CH2:6][C:5](=O)[NH:4][C:3](=[O:8])[NH:2]1.[CH2:9]([NH2:17])[CH2:10][CH2:11][CH2:12][CH2:13][CH2:14][CH2:15][CH3:16].C[Si](C)(C)N[Si](C)(C)C>S([O-])([O-])(=O)=O.[NH4+].[NH4+].O1CCOCC1>[CH2:9]([NH:17][C:5]1[CH2:6][O:1][NH:2][C:3](=[O:8])[N:4]=1)[CH2:10][CH2:11][CH2:12][CH2:13][CH2:14][CH2:15][CH3:16] |f:3.4.5|. Procedure details: A solution of 1.16 g (0.010 mole) of 6H-1,2,4-oxadiazin-3,5(2H,4H)-dione, 5 mg of ammonium sulfate, 1.55 g (0.012 mole) of n-octylamine and 20 ml hexamethyldisilazane in 40 ml freshly distilled dry dioxane is refluxed for 17 hours. After cooling to room temperature, the dioxane and hexamethyldisilazane are removed in vacuo and the syrupy residue is dried on a vacuum pump for 2 hours. The resulting semi-solid residue is triturated with 100 ml of petroleum ether and filtered to yield 0.85 g (37 pe... Starting materials: CCOC(=O)C(C#N)c1cccc(Sc2ccccc2C)c1OC, CCCCCCBr, CN(C)C=O, [H-], [Na+]. Yields the product CCCCCCC(C#N)(C(=O)OCC)c1cccc(Sc2ccccc2C)c1OC. As a reaction SMILES: [C:1](#[N:2])[CH:3]([C:4](=[O:5])[O:6][CH2:7][CH3:8])[c:9]1[c:10]([O:23][CH3:24])[c:11]([S:15][c:16]2[c:17]([CH3:22])[cH:18][cH:19][cH:20][cH:21]2)[cH:12][cH:13][cH:14]1.[CH2:27]([CH2:28][CH2:29][CH2:30][CH2:31][CH3:32])[Br:33].[CH3:34][N:35]([CH3:36])[CH:37]=[O:38].[H-:25].[Na+:26]>>[C:1](#[N:2])[C:3]([C:4](=[O:5])[O:6][CH2:7][CH3:8])([c:9]1[c:10]([O:23][CH3:24])[c:11]([S:15][c:16]2[c:17]([CH3:22])[cH:18][cH:19][cH:20][cH:21]2)[cH:12][cH:13][cH:14]1)[CH2:27][CH2:28][CH2:29][CH2:30][CH2:31][CH3:32]. Product: C(CCCCCC)C1=C(C=CC=C1)S(=O)(=O)NC=1C=CC=C2C=CC=NC12 (8-(heptylbenzenesulfonamido)quinoline). The solvent is N1=CC=CC=C1 (pyridine). Yield: 97.3%. The reactants are NC=1C=CC=C2C=CC=NC12 (8-aminoquinoline), C(CCCCCC)C1=C(C=CC=C1)S(=O)(=O)Cl (heptylbenzenesulfonyl chloride), C(CCCCCC)C1=CC=CC=C1 (heptylbenzene). Procedure details: Example II was essentially repeated using 46.4 g. (0.32 mole) 8-aminoquinoline, 180 ml. pyridine and 82.35 g. (0.3 mole) heptylbenzenesulfonyl chloride. The latter reactant was as prepared in Table 2 from the heptylbenzene of Table 1. There was obtained 112.6 g. (97.35% yield) of 8-(heptylbenzenesulfonamido)quinoline of the structure ##STR23## where a + b equals 4. RXN SMILES: [NH2:1][C:2]1[CH:3]=[CH:4][CH:5]=[C:6]2[C:11]=1[N:10]=[CH:9][CH:8]=[CH:7]2.[CH2:12]([C:19]1[CH:24]=[CH:23][CH:22]=[CH:21][C:20]=1[S:25](Cl)(=[O:27])=[O:26])[CH2:13][CH2:14][CH2:15][CH2:16][CH2:17][CH3:18].C(C1C=CC=CC=1)CCCCCC>N1C=CC=CC=1>[CH2:12]([C:19]1[CH:24]=[CH:23][CH:22]=[CH:21][C:20]=1[S:25]([NH:1][C:2]1[CH:3]=[CH:4][CH:5]=[C:6]2[C:11]=1[N:10]=[CH:9][CH:8]=[CH:7]2)(=[O:27])=[O:26])[CH2:13][CH2:14][CH2:15][CH2:16][CH2:17][CH3:18].